From a dataset of the Open Reaction Database (ORD), a public repository of structured organic reaction records. describe an organic reaction: reactants, conditions, products, and yield The reactants are Cl.C(C)(C)(C)C1=CC(=C(C=N1)C=1N([C@]([C@](N1)(C)C1=CC=C(C=C1)Cl)(C)C1=CC=C(C=C1)Cl)C(=O)N1CCN(CC1)CC(=O)O)OCC ({4-[(4S,5R)-2-(6-tert-Butyl-4-ethoxy-pyridin-3-yl)-4,5-bis-(4-chloro-phenyl)-4,5-dimethyl-4,5-dihydro-imidazole-1-carbonyl]-piperazin-1-yl}-acetic acid hydrochloride), COC1=CC=C(C(=N1)C)NC ((6-methoxy-2-methyl-pyridin-3-yl)-methyl-amine). RXN SMILES: [ClH:1].[C:2]([C:6]1[N:11]=[CH:10][C:9]([C:12]2[N:13]([C:33]([N:35]3[CH2:40][CH2:39][N:38]([CH2:41][C:42](O)=[O:43])[CH2:37][CH2:36]3)=[O:34])[C@@:14]([C:26]3[CH:31]=[CH:30][C:29]([Cl:32])=[CH:28][CH:27]=3)([CH3:25])[C@@:15]([C:18]3[CH:23]=[CH:22][C:21](Cl)=[CH:20][CH:19]=3)([CH3:17])[N:16]=2)=[C:8]([O:45][CH2:46][CH3:47])[CH:7]=1)([CH3:5])([CH3:4])[CH3:3].[CH3:48][O:49][C:50]1[N:55]=[C:54]([CH3:56])[C:53]([NH:57]C)=[CH:52][CH:51]=1>>[C:2]([C:6]1[N:11]=[CH:10][C:9]([C:12]2[N:13]([C:33]([N:35]3[CH2:36][CH2:37][N:38]([CH2:41][C:42]([NH:57][C:53]4[C:54]([CH3:56])=[N:55][C:50]([O:49][CH3:48])=[CH:51][CH:52]=4)=[O:43])[CH2:39][CH2:40]3)=[O:34])[C@@:14]([C:26]3[CH:31]=[CH:30][C:29]([Cl:32])=[CH:28][CH:27]=3)([CH3:25])[C@@:15]([C:18]3[CH:23]=[CH:22][C:21]([Cl:1])=[CH:20][CH:19]=3)([CH3:17])[N:16]=2)=[C:8]([O:45][CH2:46][CH3:47])[CH:7]=1)([CH3:5])([CH3:4])[CH3:3] |f:0.1|. Yields the product C(C)(C)(C)C1=CC(=C(C=N1)C=1N([C@]([C@](N1)(C)C1=CC=C(C=C1)Cl)(C)C1=CC=C(C=C1)Cl)C(=O)N1CCN(CC1)CC(=O)NC=1C(=NC(=CC1)OC)C)OCC (2-{4-[(4S,5R)-2-(6-tert-Butyl-4-ethoxy-pyridin-3-yl)-4,5-bis-(4-chloro-phenyl)-4,5-dimethyl-4,5-dihydro-imidazole-1-carbonyl]-piperazin-1-yl}-N-(6-methoxy-2-methyl-pyridin-3-yl)-acetamide). Procedure details: In a manner analogous to the method described in examples 99, {4-[(4S,5R)-2-(6-tert-butyl-4-ethoxy-pyridin-3-yl)-4,5-bis-(4-chloro-phenyl)-4,5-dimethyl-4,5-dihydro-imidazole-1-carbonyl]-piperazin-1-yl}-acetic acid hydrochloride (example 94) was coupled with (6-methoxy-2-methyl-pyridin-3-yl)-methyl-amine (Asychem) to give the title compound. HR-MS (ES, m/z) calculated for C42H50Cl2N7O4 [(M+H)+] 786.3296, observed 786.3289. As a reaction SMILES: [CH2:20]1[O:21][CH2:22][CH2:23][CH2:24]1.[F:1][C:2]([C:3](=[O:4])[c:5]1[s:6][c:7]([C:10]#[C:11][Si:12]([CH3:13])([CH3:14])[CH3:15])[cH:8][cH:9]1)([F:16])[F:17].[Li+:19].[OH-:18].[OH2:25]>>[F:1][C:2]([C:3](=[O:4])[c:5]1[s:6][c:7]([C:10]#[CH:11])[cH:8][cH:9]1)([F:16])[F:17]. Reactants: C1CCOC1, C[Si](C)(C)C#Cc1ccc(C(=O)C(F)(F)F)s1, [Li+], [OH-], O. Product: C#Cc1ccc(C(=O)C(F)(F)F)s1. Starting materials: C(C)OC(=O)CN1CCN(CCN(CCNCC1)CC(=O)OCC)CC(=O)OCC (N,N',N"-tris-(ethoxycarbonylmethyl)-1,4,7,10-tetraazacyclododecane), C(CCCCCCC)N(S(=O)(=O)C)CC1OC1 (N-octyl-N-[(2-oxiranyl)-methyl]-methanesulfonic acid amide). Run in C(C)O (ethanol). Yields the product C(CCCCCCC)N(CC(CN1CCN(CCN(CCN(CC1)CC(=O)OCC)CC(=O)OCC)CC(=O)OCC)O)S(=O)(=O)C (1-[3-(N-Octyl-mesylamino)-2-hydroxypropyl]-4,7,10-tris-(ethoxycarbonylmethyl)-1,4,7,10-tetraazacyclododecane). As a reaction SMILES: [CH2:1]([O:3][C:4]([CH2:6][N:7]1[CH2:18][CH2:17][NH:16][CH2:15][CH2:14][N:13]([CH2:19][C:20]([O:22][CH2:23][CH3:24])=[O:21])[CH2:12][CH2:11][N:10]([CH2:25][C:26]([O:28][CH2:29][CH3:30])=[O:27])[CH2:9][CH2:8]1)=[O:5])[CH3:2].[CH2:31]([N:39]([CH2:44][CH:45]1[CH2:47][O:46]1)[S:40]([CH3:43])(=[O:42])=[O:41])[CH2:32][CH2:33][CH2:34][CH2:35][CH2:36][CH2:37][CH3:38]>C(O)C>[CH2:31]([N:39]([S:40]([CH3:43])(=[O:42])=[O:41])[CH2:44][CH:45]([OH:46])[CH2:47][N:16]1[CH2:15][CH2:14][N:13]([CH2:19][C:20]([O:22][CH2:23][CH3:24])=[O:21])[CH2:12][CH2:11][N:10]([CH2:25][C:26]([O:28][CH2:29][CH3:30])=[O:27])[CH2:9][CH2:8][N:7]([CH2:6][C:4]([O:3][CH2:1][CH3:2])=[O:5])[CH2:18][CH2:17]1)[CH2:32][CH2:33][CH2:34][CH2:35][CH2:36][CH2:37][CH3:38]. Procedure details: 200 ml of absolute ethanol is poured over 8.61 g (20 mmol) of N,N',N"-tris-(ethoxycarbonylmethyl)-1,4,7,10-tetraazacyclododecane (produced according to DE 36 25 417 A1) in a bomb tube. After 5.27 g (20 mmol) of N-octyl-N-[(2-oxiranyl)-methyl]-methanesulfonic acid amide is added (Example 2b), the bomb tube is closed, flushed with nitrogen, and the resulting reaction mixture is heated for 16 hours to 90° C. After the reaction (TLC control) is completed, the solvent is evaporated in a vacuum and th... Reactants: CN(C)CCCl, Cl, COc1ccc(C2Sc3cc(Oc4ccc5c(c4)OCO5)ccc3NC(=O)C2O)cc1. Yields the product COc1ccc(C2Sc3cc(Oc4ccc5c(c4)OCO5)ccc3N(CCN(C)C)C(=O)C2O)cc1. RXN SMILES: [CH3:33][N:34]([CH2:35][CH2:36][Cl:37])[CH3:38].[ClH:32].[OH:1][CH:2]1[CH:3]([c:24]2[cH:25][cH:26][c:27]([O:30][CH3:31])[cH:28][cH:29]2)[S:4][c:5]2[c:6]([cH:10][cH:11][c:12]([O:14][c:15]3[cH:16][c:17]4[c:18]([cH:19][cH:20]3)[O:21][CH2:22][O:23]4)[cH:13]2)[NH:7][C:8]1=[O:9]>>[OH:1][CH:2]1[CH:3]([c:24]2[cH:25][cH:26][c:27]([O:30][CH3:31])[cH:28][cH:29]2)[S:4][c:5]2[c:6]([cH:10][cH:11][c:12]([O:14][c:15]3[cH:16][c:17]4[c:18]([cH:19][cH:20]3)[O:21][CH2:22][O:23]4)[cH:13]2)[N:7]([CH2:36][CH2:35][N:34]([CH3:33])[CH3:38])[C:8]1=[O:9].